This data is from the Open Reaction Database (ORD), a public repository of structured organic reaction records. The task is: describe an organic reaction: reactants, conditions, products, and yield Starting materials: FC([C@@H](C(C(=O)OCC)C1=CC=C(C=C1)C=C)C)(F)F (ethyl (3R)-4,4,4-trifluoro-3-methyl-2-(4-vinylphenyl)butanoate), [F-].[Na+] (sodium fluoride), C(C)(C)(C)C1=C(C(=CC(=C1)C)C(C)(C)C)O (2,6-di-tert-butyl 4-methylphenol), FC(C(=O)O[Si](C)(C)C)(S(=O)(=O)F)F (trimethylsilyl difluoro(fluorosulphonyl)acetate), C(=O)(O)[O-].[Na+] (sodium hydrocarbonate). Run in C(C)(=O)OCC (ethyl acetate). Reaction conditions: time 5 minute. The product is FC1(C(C1)C1=CC=C(C=C1)C(C(=O)OCC)[C@H](C(F)(F)F)C)F (Ethyl (3R)-2-[4-(2,2-difluorocyclopropyl)phenyl]-4,4,4-trifluoro-3-methylbutanoate). Reaction SMILES: [F:1][C:2]([F:20])([F:19])[C@H:3]([CH3:18])[CH:4]([C:10]1[CH:15]=[CH:14][C:13]([CH:16]=[CH2:17])=[CH:12][CH:11]=1)C(OCC)=O.[F-].[Na+].C(C1C=C(C)C=C([C:34]([CH3:37])(C)C)C=1O)(C)(C)C.[F:39][C:40]([F:52])(S(F)(=O)=O)C(O[Si](C)(C)C)=O.[C:53]([O-:56])(O)=[O:54].[Na+]>C(OCC)(=O)C>[F:39][C:40]1([F:52])[CH2:17][CH:16]1[C:13]1[CH:12]=[CH:11][C:10]([CH:4]([C@@H:3]([CH3:18])[C:2]([F:1])([F:19])[F:20])[C:53]([O:56][CH2:34][CH3:37])=[O:54])=[CH:15][CH:14]=1 |f:1.2,5.6|. Reported procedure: 1.58 g (5.52 mmol) of ethyl (3R)-4,4,4-trifluoro-3-methyl-2-(4-vinylphenyl)butanoate, 23 mg (0.55 mmol) of sodium fluoride and 24 mg (0.11 mmol) of 2,6-di-tert-butyl 4-methylphenol were heated to 110° C. and stirred for 5 minutes. 1.9 ml (9.38 mmol) of trimethylsilyl difluoro(fluorosulphonyl)acetate were then slowly added dropwise, and the mixture was stirred at 110° C. for 60 min (caution: evolution of gas after about 30 min). After cooling to room temperature and addition of ethyl acetate and ...